Task: describe an organic reaction: reactants, conditions, products, and yield. Dataset: the Open Reaction Database (ORD), a public repository of structured organic reaction records The reactants are C(C)(C)OCCN1N=C(C=C1)[N+](=O)[O-] (1-(2-isopropoxy-ethyl)-3-nitro-1H-pyrazole), [H][H] (hydrogen). The reagents and catalysts are [Pd] (palladium on activated carbon). The solvent is C(C)O (ethanol). Product: C(C)(C)OCCN1N=C(C=C1)N (1-(2-isopropoxy-ethyl)-1H-pyrazol-3-ylamine). Isolated yield 99.4%. Reaction SMILES: [CH:1]([O:4][CH2:5][CH2:6][N:7]1[CH:11]=[CH:10][C:9]([N+:12]([O-])=O)=[N:8]1)([CH3:3])[CH3:2].[H][H]>[Pd].C(O)C>[CH:1]([O:4][CH2:5][CH2:6][N:7]1[CH:11]=[CH:10][C:9]([NH2:12])=[N:8]1)([CH3:3])[CH3:2]. Procedure: In a Parr shaker bottle was placed 1-(2-isopropoxy-ethyl)-3-nitro-1H-pyrazole (428 mg, 2.14 mmol), 10% palladium on activated carbon (50 mg) and ethanol (20 mL). The bottle was then placed on the Parr shaker at 50 psi of hydrogen pressure for 2 h. The reaction was then filtered through a pad of celite and washed with ethanol, concentration in vacuo afforded 1-(2-isopropoxy-ethyl)-1H-pyrazol-3-ylamine (360 mg, 99%) as a clear light yellow oil: ES-HRMS m/e calcd for C8H15N3 (M+H)+ 170.1288, observ... The reactants are ClC=1C(=NC=C(C1)C(F)(F)F)OC1=CC=C(C(O)C2=NC(=NN2C)C2=C(C=CC=C2F)Cl)C=C1 (5-{4-(3-chloro-5-trifluoromethylpyridin-2-yloxy)-α-hydroxybenzyl}-3-(2-chloro-6-fluorophenyl)-1-methyl-1H-1,2,4-triazole), C(C)N(CC)S(F)(F)F (diethylaminosulfur trifluoride), O (water). Run in C1=CC=CC=C1 (benzene). Run at time 1 hour. Yields the product ClC=1C(=NC=C(C1)C(F)(F)F)OC1=CC=C(C(F)C2=NC(=NN2C)C2=C(C=CC=C2F)Cl)C=C1 (5-{4-(3-chloro-5-trifluoromethylpyridin-2-yloxy)-α-fluorobenzyl}-3-(2-chloro-6-fluorophenyl)-1 methyl-1H-1,2,4-triazole). Yield: 88.5%. As a reaction SMILES: [Cl:1][C:2]1[C:3]([O:12][C:13]2[CH:34]=[CH:33][C:16]([CH:17]([C:19]3[N:23]([CH3:24])[N:22]=[C:21]([C:25]4[C:30]([F:31])=[CH:29][CH:28]=[CH:27][C:26]=4[Cl:32])[N:20]=3)O)=[CH:15][CH:14]=2)=[N:4][CH:5]=[C:6]([C:8]([F:11])([F:10])[F:9])[CH:7]=1.C(N(S(F)(F)[F:41])CC)C.O>C1C=CC=CC=1>[Cl:1][C:2]1[C:3]([O:12][C:13]2[CH:34]=[CH:33][C:16]([CH:17]([C:19]3[N:23]([CH3:24])[N:22]=[C:21]([C:25]4[C:30]([F:31])=[CH:29][CH:28]=[CH:27][C:26]=4[Cl:32])[N:20]=3)[F:41])=[CH:15][CH:14]=2)=[N:4][CH:5]=[C:6]([C:8]([F:11])([F:10])[F:9])[CH:7]=1. Procedure: To a solution of 0.9 g of 5-{4-(3-chloro-5-trifluoromethylpyridin-2-yloxy)-α-hydroxybenzyl}-3-(2-chloro-6-fluorophenyl)-1-methyl-1H-1,2,4-triazole in 10 ml of benzene at room temperature, were added 0.85 g of diethylaminosulfur trifluoride (DAST). After stirring at room temperature for 1 hour, the reaction mixture was poured into iced water and extracted with ethyl acetate. The ethyl acetate layer was washed with a saturated aqueous sodium hydrogen carbonate and then with water, dried over magne... Reactants: NC=1C=CC2=C(C(=CO2)C2CCN(CC2)C)C1 (5-amino-3-(1-methylpiperidin-4-yl)benzofuran), CS(=O)(=O)Cl (methanesulfonyl chloride), polymer, N1CCCCC1 (piperidine). The solvent is ClCCl (dichloromethane). Conditions: time 24 hour. Yields the product Cl.CN1CCC(CC1)C1=COC2=C1C=C(C=C2)NS(=O)(=O)C (N-[3-(1-methylpiperidin-4-yl)benzofur-5-yl]methanesulfonamide hydrochloride). Isolated yield 25.3%. Reaction SMILES: [NH2:1][C:2]1[CH:3]=[CH:4][C:5]2[O:9][CH:8]=[C:7]([CH:10]3[CH2:15][CH2:14][N:13]([CH3:16])[CH2:12][CH2:11]3)[C:6]=2[CH:17]=1.[CH3:18][S:19]([Cl:22])(=[O:21])=[O:20].N1CCCCC1>ClCCl>[ClH:22].[CH3:16][N:13]1[CH2:12][CH2:11][CH:10]([C:7]2[C:6]3[CH:17]=[C:2]([NH:1][S:19]([CH3:18])(=[O:21])=[O:20])[CH:3]=[CH:4][C:5]=3[O:9][CH:8]=2)[CH2:15][CH2:14]1 |f:4.5|. Procedure: A mixture of 0.018 gm (0.07 mMol) 5-amino-3-(1-methylpiperidin-4-yl)benzofuran, 16.2 μL (0.21 mMol) methanesulfonyl chloride, and 0.100 gm (4 equivalents) of polymer bound piperidine in 1.5 mL dichloromethane. The reaction mixture was agitated for 24 hours at room temperature. The reaction mixture was then loaded onto a VARIAN BOND ELUT SCX™ (Varian, Harbor City, Calif., U.S.A.) ion exchange column, eluting first with several volumes of methanol and then with 10 mL 2M ammonia in methanol. Fracti... The reactants are ice, C(C)(C)(C)OC(=O)NC1(CCN(CC1)C1=NC=C(C=N1)C=1C=C(C2=C(N=C(S2)NC(=O)NCC)C1)C1=NC=CC=C1)C(=O)O (4-((tert-butoxycarbonyl)amino)-1-(5-(2-(3-ethylureido)-7-(pyridin-2-yl)benzothiazol-5-yl)pyrimidin-2-yl)piperidine-4-carboxylic acid), Cl.O1CCOCC1 (HCl dioxane). The solvent is O1CCOCC1 (1,4-dioxane). Reaction conditions: time 30 minute. Product: Cl.NC1(CCN(CC1)C1=NC=C(C=N1)C=1C=C(C2=C(N=C(S2)NC(=O)NCC)C1)C1=NC=CC=C1)C(=O)O (4-Amino-1-(5-(2-(3-ethylureido)-7-(pyridin-2-yl)benzothiazol-5-yl)pyrimidin-2-yl)piperidine-4-carboxylic acid hydrochloride). RXN SMILES: C(OC([NH:8][C:9]1([C:42]([OH:44])=[O:43])[CH2:14][CH2:13][N:12]([C:15]2[N:20]=[CH:19][C:18]([C:21]3[CH:22]=[C:23]([C:36]4[CH:41]=[CH:40][CH:39]=[CH:38][N:37]=4)[C:24]4[S:28][C:27]([NH:29][C:30]([NH:32][CH2:33][CH3:34])=[O:31])=[N:26][C:25]=4[CH:35]=3)=[CH:17][N:16]=2)[CH2:11][CH2:10]1)=O)(C)(C)C.[ClH:45].O1CCOCC1>O1CCOCC1>[ClH:45].[NH2:8][C:9]1([C:42]([OH:44])=[O:43])[CH2:10][CH2:11][N:12]([C:15]2[N:16]=[CH:17][C:18]([C:21]3[CH:22]=[C:23]([C:36]4[CH:41]=[CH:40][CH:39]=[CH:38][N:37]=4)[C:24]4[S:28][C:27]([NH:29][C:30]([NH:32][CH2:33][CH3:34])=[O:31])=[N:26][C:25]=4[CH:35]=3)=[CH:19][N:20]=2)[CH2:13][CH2:14]1 |f:1.2,4.5|. Procedure: To an ice-cold solution of 4-((tert-butoxycarbonyl)amino)-1-(5-(2-(3-ethylureido)-7-(pyridin-2-yl)benzothiazol-5-yl)pyrimidin-2-yl)piperidine-4-carboxylic acid (0.02 g, 0.03 mmol) in 1,4-dioxane (2.0 mL) was added HCl-dioxane (4.0 M, 1.0 mL) solution and the reaction mixture was left to stir at rt for 30 min. After completion (by TLC), the solvent was evaporated to obtain a brownish solid material that was finally triturated with ether to afford Compound 128 (0.01 g) as a hydrochloride salt. 1H ... Reactants: CCS(=O)(=O)c1cc2c(cc1OC)CCn1c3c(c(Br)c1-2)CCCCN(C(C)(C)C)C3=O, CCCC[Sn](CCCC)(CCCC)c1cccs1, Cc1ccccc1, c1ccc(P(c2ccccc2)(c2ccccc2)[Pd](P(c2ccccc2)(c2ccccc2)c2ccccc2)(P(c2ccccc2)(c2ccccc2)c2ccccc2)P(c2ccccc2)(c2ccccc2)c2ccccc2)cc1. Product: CCS(=O)(=O)c1cc2c(cc1OC)CCn1c3c(c(-c4cccs4)c1-2)CCCCN(C(C)(C)C)C3=O. RXN SMILES: [C:1]([CH3:2])([CH3:3])([CH3:4])[N:5]1[C:6](=[O:32])[c:7]2[c:8]([c:9]([Br:27])[c:10]3[n:11]2[CH2:12][CH2:13][c:14]2[cH:15][c:16]([O:25][CH3:26])[c:17]([S:20](=[O:21])(=[O:22])[CH2:23][CH3:24])[cH:18][c:19]2-3)[CH2:28][CH2:29][CH2:30][CH2:31]1.[CH2:33]([Sn:34]([CH2:35][CH2:36][CH2:37][CH3:43])([c:38]1[s:39][cH:40][cH:41][cH:42]1)[CH2:44][CH2:45][CH2:46][CH3:47])[CH2:48][CH2:49][CH3:50].[CH3:51][c:52]1[cH:53][cH:54][cH:55][cH:56][cH:57]1.[cH:58]1[cH:59][cH:60][c:61]([P:62]([Pd:63]([P:64]([c:65]2[cH:66][cH:67][cH:68][cH:69][cH:70]2)([c:71]2[cH:72][cH:73][cH:74][cH:75][cH:76]2)[c:77]2[cH:78][cH:79][cH:80][cH:81][cH:82]2)([P:83]([c:84]2[cH:85][cH:86][cH:87][cH:88][cH:89]2)([c:90]2[cH:91][cH:92][cH:93][cH:94][cH:95]2)[c:96]2[cH:97][cH:98][cH:99][cH:100][cH:101]2)[P:102]([c:103]2[cH:104][cH:105][cH:106][cH:107][cH:108]2)([c:109]2[cH:110][cH:111][cH:112][cH:113][cH:114]2)[c:115]2[cH:116][cH:117][cH:118][cH:119][cH:120]2)([c:121]2[cH:122][cH:123][cH:124][cH:125][cH:126]2)[c:127]2[cH:128][cH:129][cH:130][cH:131][cH:132]2)[cH:133][cH:134]1>>[C:1]([CH3:2])([CH3:3])([CH3:4])[N:5]1[C:6](=[O:32])[c:7]2[c:8]([c:9](-[c:38]3[s:39][cH:40][cH:41][cH:42]3)[c:10]3[n:11]2[CH2:12][CH2:13][c:14]2[cH:15][c:16]([O:25][CH3:26])[c:17]([S:20](=[O:21])(=[O:22])[CH2:23][CH3:24])[cH:18][c:19]2-3)[CH2:28][CH2:29][CH2:30][CH2:31]1. Reactants: ClC1=C(C(=C(C=C1)C(CC(C=O)(C(F)(F)F)O)C)OC)F (4-(4-chloro-3-fluoro-2-methoxyphenyl)-2-hydroxy-2-(trifluoromethyl)pentanal), NC1=C2C=NC(=NC2=CC(=C1)F)C (5-amino-7-fluoro-2-methylquinazoline). The reagents and catalysts are [O-]CC.[O-]CC.[O-]CC.[O-]CC.[Ti+4] (titanium tetraethoxide). Yields the product ClC1=C(C(=C(C=C1)C(CC(C=NC1=C2C=NC(=NC2=CC(=C1)F)C)(O)C(F)(F)F)C)OC)F (4-(4-chloro-3-fluoro-2-methoxyphenyl)-1-[(7-fluoro-2-methylquinazolin-5-yl)imino]-2-(trifluoromethyl)pentan-2-ol). Reaction SMILES: [Cl:1][C:2]1[CH:7]=[CH:6][C:5]([CH:8]([CH3:18])[CH2:9][C:10]([OH:17])([C:13]([F:16])([F:15])[F:14])[CH:11]=O)=[C:4]([O:19][CH3:20])[C:3]=1[F:21].[NH2:22][C:23]1[CH:32]=[C:31]([F:33])[CH:30]=[C:29]2[C:24]=1[CH:25]=[N:26][C:27]([CH3:34])=[N:28]2>[O-]CC.[O-]CC.[O-]CC.[O-]CC.[Ti+4]>[Cl:1][C:2]1[CH:7]=[CH:6][C:5]([CH:8]([CH3:18])[CH2:9][C:10]([C:13]([F:14])([F:15])[F:16])([OH:17])[CH:11]=[N:22][C:23]2[CH:32]=[C:31]([F:33])[CH:30]=[C:29]3[C:24]=2[CH:25]=[N:26][C:27]([CH3:34])=[N:28]3)=[C:4]([O:19][CH3:20])[C:3]=1[F:21] |f:2.3.4.5.6|. Procedure: In the same way as in Example 14, 100 mg (0.3 mmol) of 4-(4-chloro-3-fluoro-2-methoxyphenyl)-2-hydroxy-2-(trifluoromethyl)pentanal, 54 mg (0.3 mmol) of 5-amino-7-fluoro-2-methylquinazoline and 0.1 ml of titanium tetraethoxide are reacted to give 4-(4-chloro-3-fluoro-2-methoxyphenyl)-1-[(7-fluoro-2-methylquinazolin-5-yl)imino]-2-(trifluoromethyl)pentan-2-ol. 150 mg of crude imine are cyclized in the same way as in Example 14 at −30° C. with 2.5 ml (2.5 mmol) of 1 M boron tribromide solution to gi... Reactants: O=C([O-])[O-], CN1CCCC1=O, [Cs+], [Cs+], [Cu]I, CC(=O)N1CCC(c2cccnc2F)C1, O=C(c1ccc(O)cc1)c1nc2ccccc2[nH]1. The product is CC(=O)N1CCC(c2cccnc2Oc2ccc(C(=O)c3nc4ccccc4[nH]3)cc2)C1. RXN SMILES: [C:34](=[O:35])([O-:36])[O-:37].[CH3:42][N:43]1[CH2:44][CH2:45][CH2:46][C:47]1=[O:48].[Cs+:38].[Cs+:39].[Cu:40][I:41].[F:1][c:2]1[n:3][cH:4][cH:5][cH:6][c:7]1[CH:8]1[CH2:9][N:10]([C:13]([CH3:14])=[O:15])[CH2:11][CH2:12]1.[nH:16]1[c:17]([C:25](=[O:26])[c:27]2[cH:28][cH:29][c:30]([OH:33])[cH:31][cH:32]2)[n:18][c:19]2[c:20]1[cH:21][cH:22][cH:23][cH:24]2>>[c:2]1([O:33][c:30]2[cH:29][cH:28][c:27]([C:25]([c:17]3[nH:16][c:20]4[c:19]([n:18]3)[cH:24][cH:23][cH:22][cH:21]4)=[O:26])[cH:32][cH:31]2)[n:3][cH:4][cH:5][cH:6][c:7]1[CH:8]1[CH2:9][N:10]([C:13]([CH3:14])=[O:15])[CH2:11][CH2:12]1. The reactants are BrC=1SC=CC1C(=O)O (2-bromo-thiophene-3-carboxylic acid), B(C=1C=CC(=CC1)C)(O)O (p-tolylboronic acid). Procedure details: prepared by reaction of 2-bromo-thiophene-3-carboxylic acid with p-tolylboronic acid. LC-MS (basic): tR=0.53 min; [M−H]−=217.1. As a reaction SMILES: Br[C:2]1[S:3][CH:4]=[CH:5][C:6]=1[C:7]([OH:9])=[O:8].B(O)(O)[C:11]1[CH:12]=[CH:13][C:14]([CH3:17])=[CH:15][CH:16]=1>>[C:14]1([CH3:17])[CH:15]=[CH:16][C:11]([C:2]2[S:3][CH:4]=[CH:5][C:6]=2[C:7]([OH:9])=[O:8])=[CH:12][CH:13]=1. The product is C1(=CC=C(C=C1)C=1SC=CC1C(=O)O)C (2-p-Tolyl-thiophene-3-carboxylic Acid).